From a dataset of the Open Reaction Database (ORD), a public repository of structured organic reaction records. describe an organic reaction: reactants, conditions, products, and yield Starting materials: [Li+].[OH-] (LiOH), O=C1NC2=C(CCN1C1CCN(CC1)C(=O)O[C@@H](C(=O)N1CCC(CC1)C1CCN(CC1)CC(=O)OCC)CC1=CC3=C(OCCO3)C(=C1)C)C=CC=C2 ((R)-2-(1′-ethoxycarbonylmethyl-4,4′-bipiperidinyl-1-yl)-1-(8-methyl-2,3-dihydro-1,4-benzodioxin-6-ylmethyl)-2-oxo-ethyl 4-(2-oxo-1,2,4,5-tetrahydro-1,3-benzodiazepin-3-yl)-piperidine-1-carboxylate). The solvent is O (water), C1CCOC1 (THF). Run at time 3 hour. Yields the product O=C1NC2=C(CCN1C1CCN(CC1)C(=O)O[C@@H](C(=O)N1CCC(CC1)C1CCN(CC1)CC(=O)O)CC1=CC3=C(OCCO3)C(=C1)C)C=CC=C2 ((R)-2-(1′-carboxymethyl-4,4′-bipiperidinyl-1-yl)-1-(8-methyl-2,3-dihydro-1,4-benzodioxin-6-ylmethyl)-2-oxo-ethyl 4-(2-oxo-1,2,4,5-tetrahydro-1,3-benzodiazepin-3-yl)-piperidine-1-carboxylate). As a reaction SMILES: [Li+].[OH-].[O:3]=[C:4]1[N:10]([CH:11]2[CH2:16][CH2:15][N:14]([C:17]([O:19][C@H:20]([CH2:41][C:42]3[CH:51]=[C:50]([CH3:52])[C:45]4[O:46][CH2:47][CH2:48][O:49][C:44]=4[CH:43]=3)[C:21]([N:23]3[CH2:28][CH2:27][CH:26]([CH:29]4[CH2:34][CH2:33][N:32]([CH2:35][C:36]([O:38]CC)=[O:37])[CH2:31][CH2:30]4)[CH2:25][CH2:24]3)=[O:22])=[O:18])[CH2:13][CH2:12]2)[CH2:9][CH2:8][C:7]2[CH:53]=[CH:54][CH:55]=[CH:56][C:6]=2[NH:5]1>O.C1COCC1>[O:3]=[C:4]1[N:10]([CH:11]2[CH2:16][CH2:15][N:14]([C:17]([O:19][C@H:20]([CH2:41][C:42]3[CH:51]=[C:50]([CH3:52])[C:45]4[O:46][CH2:47][CH2:48][O:49][C:44]=4[CH:43]=3)[C:21]([N:23]3[CH2:28][CH2:27][CH:26]([CH:29]4[CH2:34][CH2:33][N:32]([CH2:35][C:36]([OH:38])=[O:37])[CH2:31][CH2:30]4)[CH2:25][CH2:24]3)=[O:22])=[O:18])[CH2:13][CH2:12]2)[CH2:9][CH2:8][C:7]2[CH:53]=[CH:54][CH:55]=[CH:56][C:6]=2[NH:5]1 |f:0.1|. Procedure details: A solution of 1.4 mg (0.06 mmol) LiOH in 0.5 mL water was added to a solution of 28 mg (0.04 mmol) (R)-2-(1′-ethoxycarbonylmethyl-4,4′-bipiperidinyl-1-yl)-1-(8-methyl-2,3-dihydro-1,4-benzodioxin-6-ylmethyl)-2-oxo-ethyl 4-(2-oxo-1,2,4,5-tetrahydro-1,3-benzodiazepin-3-yl)-piperidine-1-carboxylate (Example 6.5) in 0.5 mL THF and the reaction solution was stirred for 3 h at RT. The reaction mixture was purified by HPLC without any further working up. The fractions containing the product were combine... The reactants are COC(=O)c1ccc(Sc2ccc(NC(=O)OC(C)(C)C)cc2)c([N+](=O)[O-])c1, CCO, [Cl-], [NH4+]. Yields the product COC(=O)c1ccc(Sc2ccc(NC(=O)OC(C)(C)C)cc2)c(N)c1. Reaction SMILES: [CH3:1][O:2][C:3]([c:4]1[cH:5][c:6]([N+:25]([O-:26])=[O:27])[c:7]([S:10][c:11]2[cH:12][cH:13][c:14]([NH:17][C:18](=[O:19])[O:20][C:21]([CH3:22])([CH3:23])[CH3:24])[cH:15][cH:16]2)[cH:8][cH:9]1)=[O:28].[CH3:31][CH2:32][OH:33].[Cl-:29].[NH4+:30]>>[CH3:1][O:2][C:3]([c:4]1[cH:5][c:6]([NH2:25])[c:7]([S:10][c:11]2[cH:12][cH:13][c:14]([NH:17][C:18](=[O:19])[O:20][C:21]([CH3:22])([CH3:23])[CH3:24])[cH:15][cH:16]2)[cH:8][cH:9]1)=[O:28]. The reactants are C(C)C=1N(C=C(N1)C1=CC=CC=C1)C1=CC=C(C=C1)CCNC([O-])=O (2-[4-(2-ethyl-4-phenyl-1H-imidazol-1-yl)phenyl]ethylcarbamate), C(#N)C1=CC=C(C=C1)S(=O)(=O)N (4-cyanobenzenesulfonamide). The product is C(#N)C1=CC=C(C=C1)S(=O)(=O)NC(=O)NCCC1=CC=C(C=C1)N1C(=NC(=C1)C1=CC=CC=C1)CC (4-cyano-N-[({2-[4-(2-ethyl-4-phenyl-1H-imidazol-1-yl)phenyl]ethyl}amino)carbonyl]benzenesulfonamide). RXN SMILES: [CH2:1]([C:3]1[N:4]([C:14]2[CH:19]=[CH:18][C:17]([CH2:20][CH2:21][NH:22][C:23](=[O:25])[O-])=[CH:16][CH:15]=2)[CH:5]=[C:6]([C:8]2[CH:13]=[CH:12][CH:11]=[CH:10][CH:9]=2)[N:7]=1)[CH3:2].[C:26]([C:28]1[CH:33]=[CH:32][C:31]([S:34]([NH2:37])(=[O:36])=[O:35])=[CH:30][CH:29]=1)#[N:27]>>[C:26]([C:28]1[CH:29]=[CH:30][C:31]([S:34]([NH:37][C:23]([NH:22][CH2:21][CH2:20][C:17]2[CH:16]=[CH:15][C:14]([N:4]3[CH:5]=[C:6]([C:8]4[CH:9]=[CH:10][CH:11]=[CH:12][CH:13]=4)[N:7]=[C:3]3[CH2:1][CH3:2])=[CH:19][CH:18]=2)=[O:25])(=[O:36])=[O:35])=[CH:32][CH:33]=1)#[N:27]. Reported procedure: The title compound was prepared according to the procedure described in step 2 of Example 18 from 2-[4-(2-ethyl-4-phenyl-1H-imidazol-1-yl)phenyl]ethylcarbamate and 4-cyanobenzenesulfonamide. MS (ESI) m/z 500 [M+H]+, 498 [M−H]−, 1H-NMR (DMSO-d6) δ 1.14 (3H, t, J=7.5 Hz), 2.61 (2H, q, J=7.5 Hz), 2.72 (2H, t, J=7.1 Hz), 3.10-3.30 (2H, m), 6.60 (1H, br), 7.19 (1H, t, J=7.1 Hz), 7.28-7.39 (6H, m), 7.70 (1H, s), 7.78 (2H, d, J=7.1 Hz), 8.00-8.08 (4H, m). RXN SMILES: [CH2:2]([CH2:3][CH3:4])[c:5]1[c:6]([CH2:19][c:20]2[cH:21][cH:22][c:23](-[c:26]3[c:27]([C:32]#[N:33])[cH:28][cH:29][cH:30][cH:31]3)[cH:24][cH:25]2)[c:7]2[n:8]([c:9]([CH3:11])[n:10]1)[n:12][c:13]([S:15](=[O:16])(=[O:17])[Cl:18])[n:14]2.[CH3:1].[CH3:34][NH:35][CH3:36]>>[CH2:2]([CH2:3][CH3:4])[c:5]1[c:6]([CH2:19][c:20]2[cH:21][cH:22][c:23](-[c:26]3[c:27]([C:32]#[N:33])[cH:28][cH:29][cH:30][cH:31]3)[cH:24][cH:25]2)[c:7]2[n:8]([c:9]([CH3:11])[n:10]1)[n:12][c:13]([S:15](=[O:16])(=[O:17])[N:35]([CH3:34])[CH3:36])[n:14]2. The product is CCCc1nc(C)n2nc(S(=O)(=O)N(C)C)nc2c1Cc1ccc(-c2ccccc2C#N)cc1. The reactants are CCCc1nc(C)n2nc(S(=O)(=O)Cl)nc2c1Cc1ccc(-c2ccccc2C#N)cc1, [CH3], CNC.